From a dataset of the Open Reaction Database (ORD), a public repository of structured organic reaction records. describe an organic reaction: reactants, conditions, products, and yield Reactants: tetrabutylammonium fluoride THF, CC=1N=C2N(C=CC(=C2)C#C[Si](C)(C)C)C1CC1=CC2=C(/C(/C3=C(OC2)C=C(C=C3)F)=C(\C#N)/C)C=C1 ((E)-2-{8-[(2-methyl-7-trimethylsilylethynylimidazo[1,2-a]pyridin-3-yl)methyl]-3-fluorodibenzo[b,e]oxepin-11(6H)-ylidene}propanenitrile), O (Water). The solvent is C1CCOC1 (THF). Run at time 4 hour. Yields the product C(#C)C1=CC=2N(C=C1)C(=C(N2)C)CC2=CC1=C(/C(/C3=C(OC1)C=C(C=C3)F)=C(\C#N)/C)C=C2 ((E)-2-{8-[(7-ethynyl-2-methylimidazo[1,2-a]pyridin-3-yl)methyl]-3-fluorodibenzo[b,e]oxepin-11(6H)-ylidene}propanenitrile). Yield: 56.6%. RXN SMILES: [CH3:1][C:2]1[N:3]=[C:4]2[CH:9]=[C:8]([C:10]#[C:11][Si](C)(C)C)[CH:7]=[CH:6][N:5]2[C:16]=1[CH2:17][C:18]1[CH:37]=[CH:36][C:21]2/[C:22](=[C:32](/[CH3:35])\[C:33]#[N:34])/[C:23]3[CH:30]=[CH:29][C:28]([F:31])=[CH:27][C:24]=3[O:25][CH2:26][C:20]=2[CH:19]=1.O>C1COCC1>[C:10]([C:8]1[CH:7]=[CH:6][N:5]2[C:16]([CH2:17][C:18]3[CH:37]=[CH:36][C:21]4/[C:22](=[C:32](/[CH3:35])\[C:33]#[N:34])/[C:23]5[CH:30]=[CH:29][C:28]([F:31])=[CH:27][C:24]=5[O:25][CH2:26][C:20]=4[CH:19]=3)=[C:2]([CH3:1])[N:3]=[C:4]2[CH:9]=1)#[CH:11]. Procedure: [step 2] (E)-2-{8-[(2-methyl-7-trimethylsilylethynylimidazo[1,2-a]pyridin-3-yl)methyl]-3-fluorodibenzo[b,e]oxepin-11(6H)-ylidene}propanenitrile (340 mg, 0.62 mmol) obtained in step 1 was dissolved in THF (3 ml), 1 mmol/L tetrabutylammonium fluoride THF solution (0.81 ml, 0.81 mmol) was added, and the mixture was stirred at room temperature for 4 hr. Water was added to the reaction mixture and the mixture was extracted 3 times with ethyl acetate. The combined organic layers were dried over anhydr... Reactants: CO, COC(=O)C1CC(Oc2cc3c(Nc4cccc(Cl)c4F)ncnc3cc2OC)CN1C, [Na+], [OH-]. The product is COc1cc2ncnc(Nc3cccc(Cl)c3F)c2cc1OC1CC(C(=O)O)N(C)C1. RXN SMILES: [CH3:35][OH:36].[Cl:3][c:4]1[c:5]([F:34])[c:6]([NH:7][c:8]2[n:9][cH:10][n:11][c:12]3[cH:13][c:14]([O:29][CH3:30])[c:15]([O:18][CH:19]4[CH2:20][CH:21]([C:25](=[O:26])[O:27][CH3:28])[N:22]([CH3:24])[CH2:23]4)[cH:16][c:17]23)[cH:31][cH:32][cH:33]1.[Na+:2].[OH-:1]>>[Cl:3][c:4]1[c:5]([F:34])[c:6]([NH:7][c:8]2[n:9][cH:10][n:11][c:12]3[cH:13][c:14]([O:29][CH3:30])[c:15]([O:18][CH:19]4[CH2:20][CH:21]([C:25](=[O:26])[OH:27])[N:22]([CH3:24])[CH2:23]4)[cH:16][c:17]23)[cH:31][cH:32][cH:33]1.